Dataset: the Open Reaction Database (ORD), a public repository of structured organic reaction records. Task: describe an organic reaction: reactants, conditions, products, and yield Starting materials: ClC1=CC=C2C(=CN(C2=C1)CC1CNCC1)C(=O)N1CCC2(CC1)OCC1=C2C=CC=C1 (1′-{[6-chloro-1-(pyrrolidin-3-ylmethyl)-1H-indol-3-yl]carbonyl}-3H-spiro[2-benzofuran-1,4′-piperidine]), H2CO, CC(=O)O (AcOH), [BH3-]C#N.[Na+] (NaCNBH3). RXN SMILES: [Cl:1][C:2]1[CH:10]=[C:9]2[C:5]([C:6]([C:17]([N:19]3[CH2:24][CH2:23][C:22]4([C:28]5[CH:29]=[CH:30][CH:31]=[CH:32][C:27]=5[CH2:26][O:25]4)[CH2:21][CH2:20]3)=[O:18])=[CH:7][N:8]2[CH2:11][CH:12]2[CH2:16][CH2:15][NH:14][CH2:13]2)=[CH:4][CH:3]=1.[CH3:33]C(O)=O.[BH3-]C#N.[Na+]>CO>[Cl:1][C:2]1[CH:10]=[C:9]2[C:5]([C:6]([C:17]([N:19]3[CH2:24][CH2:23][C:22]4([C:28]5[CH:29]=[CH:30][CH:31]=[CH:32][C:27]=5[CH2:26][O:25]4)[CH2:21][CH2:20]3)=[O:18])=[CH:7][N:8]2[CH2:11][CH:12]2[CH2:16][CH2:15][N:14]([CH3:33])[CH2:13]2)=[CH:4][CH:3]=1 |f:2.3|. The product is ClC1=CC=C2C(=CN(C2=C1)CC1CN(CC1)C)C(=O)N1CCC2(CC1)OCC1=C2C=CC=C1 (1′-({6-Chloro-1-[(1-methylpyrrolidin-3-yl)methyl]-1H-indol-3-yl}carbonyl)-3H-spiro[2-benzofuran-1,4′-piperidine]). Run at time 15 minute. The solvent is CO (MeOH). Reported procedure: A solution of 1′-{[6-chloro-1-(pyrrolidin-3-ylmethyl)-1H-indol-3-yl]carbonyl}-3H-spiro[2-benzofuran-1,4′-piperidine] in MeOH was treated with aq. H2CO (1.5 eq), AcOH (1.1 eq) and stirred for 15 min at room temperature, then treated with NaCNBH3 (1.1 eq) and stirred at room temperature for 1 h. Concentration and purification by preparative HPLC gave the desired product. ES-MS m/e (%): 464.2 (M+H+). Reactants: BrC=1C=CC(=C(C1)C1=NC2=NC=CN=C2C(N1)=O)F (2-(5-bromo-2-fluorophenyl)pteridin-4-one), C1COCCN1C2=CC=C(C=C2)N (4-(4-morpholino)aniline), C(CCC)N(C1=NC(=NC2=NC=CN=C12)C1=C(C=CC(=C1)Br)F)C1=CC=NC=C1 (4-[(butyl)(4-pyridyl)amino]-2-(5-bromo-2-fluorophenyl)pteridine). Yields the product BrC=1C=CC(=C(C1)C1=NC2=NC=CN=C2C(=N1)NC1=CC=C(C=C1)N1CCOCC1)F (2-(5-bromo-2-fluorophenyl)-4-(4-morpholinophenylamino)pteridine). As a reaction SMILES: [Br:1][C:2]1[CH:3]=[CH:4][C:5]([F:19])=[C:6]([C:8]2[NH:17][C:16](=O)[C:15]3[C:10](=[N:11][CH:12]=[CH:13][N:14]=3)[N:9]=2)[CH:7]=1.[CH2:20]1[N:25]([C:26]2[CH:31]=[CH:30][C:29]([NH2:32])=[CH:28][CH:27]=2)[CH2:24][CH2:23][O:22][CH2:21]1.C(N(C1C=CN=CC=1)C1C2C(=NC=CN=2)N=C(C2C=C(Br)C=CC=2F)N=1)CCC>>[Br:1][C:2]1[CH:3]=[CH:4][C:5]([F:19])=[C:6]([C:8]2[N:17]=[C:16]([NH:32][C:29]3[CH:28]=[CH:27][C:26]([N:25]4[CH2:20][CH2:21][O:22][CH2:23][CH2:24]4)=[CH:31][CH:30]=3)[C:15]3[C:10](=[N:11][CH:12]=[CH:13][N:14]=3)[N:9]=2)[CH:7]=1. Procedure: The title product was synthesized by reaction of the 2-(5-bromo-2-fluorophenyl)-pteridin-4-one 104 with 4-(4-morpholino)aniline following the procedure described for 4-[(butyl)(4-pyridyl)amino]-2-(5-bromo-2-fluorophenyl)pteridine 3. Starting materials: FC1=C(C=CC(=C1)F)C(CN1N=CN=C1)(C(=C)C1=CC=C(C=C1)I)O (2-(2,4-difluorophenyl)-3-(4-iodophenyl)-1-(1,2,4-triazol-1-yl)-3-buten-2-ol), C[Si](C)(C)C#C (trimethylsilylacetylene), cuprous iodide. The reagents and catalysts are [Pd](Cl)Cl.C1(=CC=CC=C1)P(C1=CC=CC=C1)C1=CC=CC=C1.C1(=CC=CC=C1)P(C1=CC=CC=C1)C1=CC=CC=C1 (bis(triphenylphosphine) palladium (II) dichloride). The solvent is C(C)N(CC)CC (triethylamine). Run at time 24 hour. Yields the product FC1=C(C=CC(=C1)F)C(CN1N=CN=C1)(C(=C)C1=CC=C(C=C1)C#C[Si](C)(C)C)O (2-(2,4-difluorophenyl)-3-(4-[trimethylsilylethynyl]phenyl)-1-(1,2,4-triazol-1-yl)-3-buten-2-ol). Yield: 97.5%. Reaction SMILES: [F:1][C:2]1[CH:7]=[C:6]([F:8])[CH:5]=[CH:4][C:3]=1[C:9]([OH:25])([C:16]([C:18]1[CH:23]=[CH:22][C:21](I)=[CH:20][CH:19]=1)=[CH2:17])[CH2:10][N:11]1[CH:15]=[N:14][CH:13]=[N:12]1.[CH3:26][Si:27]([C:30]#[CH:31])([CH3:29])[CH3:28]>[Pd](Cl)Cl.C1(P(C2C=CC=CC=2)C2C=CC=CC=2)C=CC=CC=1.C1(P(C2C=CC=CC=2)C2C=CC=CC=2)C=CC=CC=1.C(N(CC)CC)C>[F:1][C:2]1[CH:7]=[C:6]([F:8])[CH:5]=[CH:4][C:3]=1[C:9]([OH:25])([C:16]([C:18]1[CH:23]=[CH:22][C:21]([C:31]#[C:30][Si:27]([CH3:29])([CH3:28])[CH3:26])=[CH:20][CH:19]=1)=[CH2:17])[CH2:10][N:11]1[CH:15]=[N:14][CH:13]=[N:12]1 |f:2.3.4|. Procedure details: A mixture of 2-(2,4-difluorophenyl)-3-(4-iodophenyl)-1-(1,2,4-triazol-1-yl)-3-buten-2-ol (7.0 g, 15.5 mmol-see Preparation 20), trimethylsilylacetylene (2.6 ml, 18.5 mmol), cuprous iodide (0.015 g, 0.15 mmol), bis(triphenylphosphine) palladium (II) dichloride (0.21 g, 0.3 mmol) and triethylamine (80 ml) was stirred at room temperature under a nitrogen atmosphere for 24 hours. Volatile materials were removed under reduced pressure and the residue was partitioned between dichloromethane (200 ml) a... Reactants: Teflon, BrC1=CC=C2C(C(=O)OC(N2)=O)=C1 (5-bromoisatoic anhydride), CNC (dimethyl amine). The reagents and catalysts are CN(C)C=1C=CN=CC1 (DMAP). Reaction conditions: time 8 hour. The product is NC1=C(C(=O)N(C)C)C=C(C=C1)Br (2-Amino-5-bromo-N,N-dimethyl-benzamide). The yield is 106.1%. Reaction SMILES: [Br:1][C:2]1[CH:13]=[C:6]2[C:7](OC(=O)[NH:11][C:5]2=[CH:4][CH:3]=1)=[O:8].[CH3:14][NH:15][CH3:16]>CN(C1C=CN=CC=1)C>[NH2:11][C:5]1[CH:4]=[CH:3][C:2]([Br:1])=[CH:13][C:6]=1[C:7]([N:15]([CH3:16])[CH3:14])=[O:8]. Procedure details: Into an 15 mL high pressure glass vial (with Teflon screw cap) were added 5-bromoisatoic anhydride (0.401 g, 1.66 mmol), DMAP (20 mg, 0.16 mmol), and dimethyl amine (2 M in THF; 5.0 mL, 10.0 mmol). The vial was sealed and placed in an oil bath at 70° C. for 8 h after which it was concentrated under vacuum. The crude product was dissolved in EtOAc and washed 2× with water followed by brine. The organic phase was dried (Na2SO4), filtered and concentrated to afford 0.428 g of 2-Amino-5-bromo-N,N-di... Reactants: CC1=C(C=C(C=C1C)C)O (2,3,5-trimethylphenol), ClC(=O)CCCCCC(=O)OCC (ethyl 6-chloroformylhexanoate), Example ( 1 ) ( 1 ), CC1=C(C=C(C=C1C)C)O (2,3,5-trimethylphenol), [Cl-].[Al+3].[Cl-].[Cl-] (aluminum chloride). Product: OC1=C(C(=O)CCCCCC(=O)OCC)C(=CC(=C1C)C)C (ethyl 6-(2'-hydroxyl-3',4',6'-trimethylbenzoyl)hexanoate). As a reaction SMILES: [CH3:1][C:2]1[C:7]([CH3:8])=[CH:6][C:5]([CH3:9])=[CH:4][C:3]=1[OH:10].[Cl-].[Al+3].[Cl-].[Cl-].Cl[C:16]([CH2:18][CH2:19][CH2:20][CH2:21][CH2:22][C:23]([O:25][CH2:26][CH3:27])=[O:24])=[O:17]>>[OH:10][C:3]1[C:2]([CH3:1])=[C:7]([CH3:8])[CH:6]=[C:5]([CH3:9])[C:4]=1[C:16]([CH2:18][CH2:19][CH2:20][CH2:21][CH2:22][C:23]([O:25][CH2:26][CH3:27])=[O:24])=[O:17] |f:1.2.3.4|. Procedure: 2,3,5-Trimethylphenol (formula VII wherein R=H3C, H=H, Y=OH) (0.9 part), aluminum chloride (2.1 parts) and ethyl 6-chloroformylhexanoate (1.3 part) were treated as in Example (1) (1). The procedure provided colorless needles of ethyl 6-(2'-hydroxyl-3',4',6'-trimethylbenzoyl)hexanoate (formula II-1 wherein R=H3C, X=H, Y=OH, n=5, in the form of ethyl ester) (1.5 part) melting at 47°-48° C. Product: Nc1cccc(S(=O)(=O)NCCCNc2nc(Cl)ncc2Br)c1. Reaction SMILES: [Br:1][c:2]1[c:3]([NH:9][CH2:10][CH2:11][CH2:12][NH:13][S:14](=[O:15])(=[O:16])[c:17]2[cH:18][c:19]([N+:23]([O-:24])=[O:25])[cH:20][cH:21][cH:22]2)[n:4][c:5]([Cl:8])[n:6][cH:7]1.[ClH:26].[Na+:28].[O:29]1[CH2:30][CH2:31][CH2:32][CH2:33]1.[OH-:27]>>[Br:1][c:2]1[c:3]([NH:9][CH2:10][CH2:11][CH2:12][NH:13][S:14](=[O:15])(=[O:16])[c:17]2[cH:18][c:19]([NH2:23])[cH:20][cH:21][cH:22]2)[n:4][c:5]([Cl:8])[n:6][cH:7]1. Starting materials: O=[N+]([O-])c1cccc(S(=O)(=O)NCCCNc2nc(Cl)ncc2Br)c1, Cl, [Na+], C1CCOC1, [OH-]. The reactants are CN1CCOCC1 (N-methylmorpholine), C(CCl)Cl (EDC), C(C1=CC=CC=C1)S(=O)(=O)NC=1C(N(C(=CC1)C)CC(=O)O)=O (2-[3-[(benzylsulfonyl)amino]-6-methyl-2-oxo-1(2H)-pyridinyl]acetic acid), Cl.Cl.N=1NC=C2CC(CCC12)N (4,5,6,7-tetrahydro-2H-indazol-5-ylamine dihydrochloride), C=1C=CC2=C(C1)N=NN2O (HOBt). Solvent: CN(C)C=O (DMF). Reaction conditions: time 8 hour. The product is C(C1=CC=CC=C1)S(=O)(=O)NC=1C(N(C(=CC1)C)CC(=O)NC1CC2=CNN=C2CC1)=O ((±)-2-[3-[(benzylsulfonyl)amino]-6-methyl-2-oxo-1(2H)pyridinyl]-N-(4,5,6,7-tetrahydro-2H-indazol-5-yl)acetamide). Yield: 37.6%. As a reaction SMILES: [CH2:1]([S:8]([NH:11][C:12]1[C:13](=[O:23])[N:14]([CH2:19][C:20]([OH:22])=O)[C:15]([CH3:18])=[CH:16][CH:17]=1)(=[O:10])=[O:9])[C:2]1[CH:7]=[CH:6][CH:5]=[CH:4][CH:3]=1.Cl.Cl.[N:26]1[NH:27][CH:28]=[C:29]2[C:34]=1[CH2:33][CH2:32][CH:31]([NH2:35])[CH2:30]2.C1C=CC2N(O)N=NC=2C=1.CN1CCOCC1.C(Cl)CCl>CN(C=O)C>[CH2:1]([S:8]([NH:11][C:12]1[C:13](=[O:23])[N:14]([CH2:19][C:20]([NH:35][CH:31]2[CH2:32][CH2:33][C:34]3[C:29](=[CH:28][NH:27][N:26]=3)[CH2:30]2)=[O:22])[C:15]([CH3:18])=[CH:16][CH:17]=1)(=[O:9])=[O:10])[C:2]1[CH:3]=[CH:4][CH:5]=[CH:6][CH:7]=1 |f:1.2.3|. Procedure details: To a solution of 2-[3-[(benzylsulfonyl)amino]-6-methyl-2-oxo-1(2H)-pyridinyl]acetic acid (94.1 mg, 0.28 mmol) and 4,5,6,7-tetrahydro-2H-indazol-5-ylamine dihydrochloride (58.8 mg, 0.28 mmol) in 1 mL of DMF was added HOBt (42.8 mg, 0.28 mmol). The pH of the solution was adjusted to 8 with N-methylmorpholine and EDC (53.7 mg, 0.28 mmol) was added. The reaction mixture was stirred at room temperature overnight. The solvent was evaporated, and ethylacetate and saturated NaHCO3 solution were added to... The reactants are CC(=O)[O-], Cc1ccc(C)cc1, CS(C)=O, N#Cc1ccccc1Cl, [Na+], [Na+], [Na+], O=C([O-])[O-], O, OCC(O)CO, Cl[Pd]Cl, Cc1ccc(B(O)O)cc1. The product is Cc1ccc(-c2ccccc2C#N)cc1. As a reaction SMILES: [CH3:27][C:28](=[O:29])[O-:30].[CH3:31][c:32]1[cH:33][cH:34][c:35]([CH3:36])[cH:37][cH:38]1.[CH3:46][S:47]([CH3:48])=[O:49].[Cl:1][c:2]1[c:3]([C:4]#[N:5])[cH:6][cH:7][cH:8][cH:9]1.[Na+:20].[Na+:21].[Na+:26].[O-:22][C:23](=[O:24])[O-:25].[OH2:45].[OH:39][CH2:40][CH:41]([CH2:42][OH:43])[OH:44].[Pd:50]([Cl:51])[Cl:52].[c:10]1([CH3:19])[cH:11][cH:12][c:13]([B:16]([OH:17])[OH:18])[cH:14][cH:15]1>>[c:2]1(-[c:13]2[cH:12][cH:11][c:10]([CH3:19])[cH:15][cH:14]2)[c:3]([C:4]#[N:5])[cH:6][cH:7][cH:8][cH:9]1. Reactants: NC1=C(C(=O)O)C(=CC=C1)Cl (2-amino-6-chlorobenzoic acid), CN(C)C=O (DMF), O1CCOCC1 (dioxane), BrCC(=O)Br (Bromoacetyl bromide). The solvent is O (water). Conditions: time 20 hour. Product: ClC1=CC=CC(=C1C(=O)O)NC(CBr)=O (6-Chloro-2-(bromoacetamido)benzoic Acid). The yield is 30.0%. Reaction SMILES: [NH2:1][C:2]1[CH:10]=[CH:9][CH:8]=[C:7]([Cl:11])[C:3]=1[C:4]([OH:6])=[O:5].CN(C=O)C.O1CCOCC1.[Br:23][CH2:24][C:25](Br)=[O:26]>O>[Cl:11][C:7]1[C:3]([C:4]([OH:6])=[O:5])=[C:2]([NH:1][C:25](=[O:26])[CH2:24][Br:23])[CH:10]=[CH:9][CH:8]=1. Reported procedure: A solution of 2-amino-6-chlorobenzoic acid (10 g, 0.06 mol), anhydrous DMF (30 mL) and anhydrous dioxane (30 mL) was cooled to 0° C. in 300 mL 3-necked flask fitted with a magnetic stirrer and constant additional funnel. Bromoacetyl bromide was added dropwise over a 20-25 min period keeping the internal temperature between 0° to 1° C. After the addition was completed, the solution was allowed to warm to room temperature and stirring was continued for 20 h. The reaction mixture was cooled in an i... Reported procedure: Triflic acid (40.4 mL) was added dropwise via addition funnel to diethyl 2-(1-(4-chlorophenyl)cyclohexanecarbonyl)malonate (17.65 g, 46.3 mmol) at 0° C. The resulting mixture was stirred for 1 hour and then poured into a beaker of ice. The resulting mixture was diluted with 150 mL of EtOAc, added to a separatory funnel, partitioned with water, washed 2 times with 75 mL of NaHCO3 (saturated, aqueous), separated, dried over Na2SO4, and concentrated in vacuo to give the title compound (7.24 g) whic... Product: ClC=1C=C2C(=C(C(C3(C2=CC1)CCCCC3)=O)C(=O)OCC)O (Ethyl 6′-chloro-4′-hydroxy-2′-oxo-spiro[cyclohexane-1,1′-naphthalene]-3′-carboxylate). Starting materials: OS(=O)(=O)C(F)(F)F (Triflic acid), ClC1=CC=C(C=C1)C1(CCCCC1)C(=O)C(C(=O)OCC)C(=O)OCC (diethyl 2-(1-(4-chlorophenyl)cyclohexanecarbonyl)malonate). The yield is 46.7%. Reaction SMILES: OS(C(F)(F)F)(=O)=O.[Cl:9][C:10]1[CH:15]=[CH:14][C:13]([C:16]2([C:22]([CH:24]([C:30](OCC)=[O:31])[C:25]([O:27][CH2:28][CH3:29])=[O:26])=[O:23])[CH2:21][CH2:20][CH2:19][CH2:18][CH2:17]2)=[CH:12][CH:11]=1>CCOC(C)=O>[Cl:9][C:10]1[CH:11]=[C:12]2[C:13](=[CH:14][CH:15]=1)[C:16]1([CH2:21][CH2:20][CH2:19][CH2:18][CH2:17]1)[C:22](=[O:23])[C:24]([C:25]([O:27][CH2:28][CH3:29])=[O:26])=[C:30]2[OH:31]. Run at time 1 hour. The solvent is CCOC(=O)C (EtOAc).